This data is from the Open Reaction Database (ORD), a public repository of structured organic reaction records. The task is: describe an organic reaction: reactants, conditions, products, and yield The reactants are ice water, Cl (hydrochloric acid), ClC=1C=CC2=C(CC(C3=C(S2)C=CC(=C3)C(C(=O)N)C)=O)C1 (2-(8-chloro-10,11-dihydro-11-oxodibenzo[b,f]thiepin-2-yl)-propionamide), [OH-].[Na+] (sodium hydroxide), O (water). Solvent: CCCCCC (n-hexane), CO (methanol). Product: ClC=1C=CC2=C(CC(C3=C(S2)C=CC(=C3)C(C(=O)O)C)=O)C1 (2-(8-chloro-10,11-dihydro-11-oxodibenzo[b,f]thiepin-2-yl)-propionic acid). Isolated yield 47.4%. Reaction SMILES: [Cl:1][C:2]1[CH:3]=[CH:4][C:5]2[S:11][C:10]3[CH:12]=[CH:13][C:14]([CH:16]([CH3:20])[C:17](N)=[O:18])=[CH:15][C:9]=3[C:8](=[O:21])[CH2:7][C:6]=2[CH:22]=1.[OH-:23].[Na+].O.Cl>CCCCCC.CO>[Cl:1][C:2]1[CH:3]=[CH:4][C:5]2[S:11][C:10]3[CH:12]=[CH:13][C:14]([CH:16]([CH3:20])[C:17]([OH:23])=[O:18])=[CH:15][C:9]=3[C:8](=[O:21])[CH2:7][C:6]=2[CH:22]=1 |f:1.2|. Reported procedure: A mixture of 0.4 g of 2-(8-chloro-10,11-dihydro-11-oxodibenzo[b,f]thiepin-2-yl)-propionamide, 6.0 g of sodium hydroxide, 50 ml of water and 60 ml of methanol was refluxed for 3 hours. The solvent was removed by distillation to obtain a residue, to which was added ice water, and the mixture was acidified with hydrochloric acid and extracted with chloroform. The extract was washed with water and dried over anhydrous sodium sulfate. The solvent was distilled off to obtain a residue, which was cryst... Reaction SMILES: [CH3:1][C:2]1[S:3][C:4]([CH3:10])=[C:5]([CH3:9])[C:6]=1[CH2:7][Cl:8].[C:11]1([P:17]([C:24]2[CH:29]=[CH:28][CH:27]=[CH:26][CH:25]=2)[C:18]2[CH:23]=[CH:22][CH:21]=[CH:20][CH:19]=2)[CH:16]=[CH:15][CH:14]=[CH:13][CH:12]=1>C1C=CC=CC=1>[Cl-:8].[CH3:1][C:2]1[S:3][C:4]([CH3:10])=[C:5]([CH3:9])[C:6]=1[CH2:7][P+:17]([C:18]1[CH:19]=[CH:20][CH:21]=[CH:22][CH:23]=1)([C:24]1[CH:29]=[CH:28][CH:27]=[CH:26][CH:25]=1)[C:11]1[CH:12]=[CH:13][CH:14]=[CH:15][CH:16]=1 |f:3.4|. The product is [Cl-].CC1=C(C(=C(S1)C)C)C[P+](C1=CC=CC=C1)(C1=CC=CC=C1)C1=CC=CC=C1 ((2,4,5-Trimethyl-3-thenyl)triphenyl phosphonium chloride). The reactants are CC=1SC(=C(C1CCl)C)C (2,4,5-trimethyl-3-chloromethyl-thiophene), C1(=CC=CC=C1)P(C1=CC=CC=C1)C1=CC=CC=C1 (triphenyl phosphine). Procedure details: 33.2 G. of 2,4,5-trimethyl-3-chloromethyl-thiophene and 55.0 g. of triphenyl phosphine were dissolved in 200 ml. of benzene. The resulting mixture was refluxed overnight under argon and then cooled to room temperature. The precipitated white phosphonium salt which formed was collected by filtration, washed several times with cold benzene and dried at 80° C. under high vacuum to yield (2,4,5-trimethyl-3-thenyl)triphenyl phosphonium chloride, m.p. 236°-237° C. Run in C1=CC=CC=C1 (benzene). Reactants: COc1cccc(OC(F)(F)Br)c1OC, F, O=[Hg], O, c1ccncc1. Product: COc1cccc(OC(F)(F)F)c1OC. As a reaction SMILES: [Br:1][C:2]([O:3][c:4]1[c:5]([O:12][CH3:13])[c:6]([O:10][CH3:11])[cH:7][cH:8][cH:9]1)([F:14])[F:15].[FH:16].[Hg:23]=[O:24].[OH2:25].[n:17]1[cH:18][cH:19][cH:20][cH:21][cH:22]1>>[C:2]([O:3][c:4]1[c:5]([O:12][CH3:13])[c:6]([O:10][CH3:11])[cH:7][cH:8][cH:9]1)([F:14])([F:15])[F:16]. Yields the product boric acid ester, OC1=C(C(C(=O)O)O)C=CC=C1 (2-hydroxymandelic acid). Procedure: reacting glyoxylic acid with a boric acid ester of a phenol of the formula: ##STR9## under acid conditions to form a boric acid ester of a 2-hydroxymandelic acid; The reactants are C1(=CC=CC=C1)O (phenol), C(C=O)(=O)O (glyoxylic acid), boric acid ester. RXN SMILES: [C:1]([OH:5])(=[O:4])[CH:2]=[O:3].[C:6]1([OH:12])[CH:11]=[CH:10][CH:9]=[CH:8][CH:7]=1>>[OH:12][C:6]1[CH:11]=[CH:10][CH:9]=[CH:8][C:7]=1[CH:2]([OH:3])[C:1]([OH:5])=[O:4]. Reactants: C1CCOC1, O=[N+]([O-])c1cc(F)c(F)cc1F, [H-], N#Cc1c(N)sc2ccccc12, [Na+], O. Yields the product N#Cc1c(Nc2cc(F)c(F)cc2[N+](=O)[O-])sc2ccccc12. Reaction SMILES: [CH2:28]1[O:29][CH2:30][CH2:31][CH2:32]1.[F:13][c:14]1[c:15]([N+:22](=[O:23])[O-:24])[cH:16][c:17]([F:21])[c:18]([F:20])[cH:19]1.[H-:25].[NH2:1][c:2]1[c:3]([C:11]#[N:12])[c:4]2[c:5]([s:6]1)[cH:7][cH:8][cH:9][cH:10]2.[Na+:26].[OH2:27]>>[NH:1]([c:2]1[c:3]([C:11]#[N:12])[c:4]2[c:5]([s:6]1)[cH:7][cH:8][cH:9][cH:10]2)[c:14]1[c:15]([N+:22](=[O:23])[O-:24])[cH:16][c:17]([F:21])[c:18]([F:20])[cH:19]1. The reactants are IC1=C2C=CC(=NC2=CC=C1)Cl (5-iodo-2-chloroquinoline), NC1=CC=CC=2CC(OC21)(C)C (7-amino-2,3-dihydro-2,2-dimethylbenzofuran), FC=1C=C(C=C(C1)F)C(C)N (rac-1-(3,5-difluorophenyl)ethylamine). Product: FC=1C=C(C=C(C1)F)C(C)NC=1C=2C=CC(=NC2C=CC1)NC1=CC=CC=2CC(OC21)(C)C (rac-N5-[1-(3,5-Difluoro-phenyl)-ethyl]-N2-(2,2-dimethyl-2,3-dihydro-benzofuran-7-yl)-quinoline-2,5-diamine). As a reaction SMILES: I[C:2]1[CH:11]=[CH:10][CH:9]=[C:8]2[C:3]=1[CH:4]=[CH:5][C:6](Cl)=[N:7]2.[NH2:13][C:14]1[C:22]2[O:21][C:20]([CH3:24])([CH3:23])[CH2:19][C:18]=2[CH:17]=[CH:16][CH:15]=1.[F:25][C:26]1[CH:27]=[C:28]([CH:33]([NH2:35])[CH3:34])[CH:29]=[C:30]([F:32])[CH:31]=1>>[F:25][C:26]1[CH:27]=[C:28]([CH:33]([NH:35][C:2]2[C:3]3[CH:4]=[CH:5][C:6]([NH:13][C:14]4[C:22]5[O:21][C:20]([CH3:24])([CH3:23])[CH2:19][C:18]=5[CH:17]=[CH:16][CH:15]=4)=[N:7][C:8]=3[CH:9]=[CH:10][CH:11]=2)[CH3:34])[CH:29]=[C:30]([F:32])[CH:31]=1. Procedure details: The title compound, MS: m/e=446.1 (M+H+), was prepared in accordance with the general method of example 1 from 5-iodo-2-chloroquinoline, 7-amino-2,3-dihydro-2,2-dimethylbenzofuran (CAS 68298-46-4) and rac-1-(3,5-difluorophenyl)ethylamine. Starting materials: CN(C)C=O (DMF), NCC(COC1=CC(=C(C=C1)F)F)O (rac-1-amino-3-(3,4-difluorophenoxy)propan-2-ol), ClC(=O)OCC1=CC=CC=C1 (benzyl chloroformate), C(C)(C)N(C(C)C)CC (N,N-diisopropylethylamine). Reagents/catalysts: CN(C1=CC=NC=C1)C (4-dimethylaminopyridine). Solvent: C1CCOC1 (THF). Reaction conditions: time 30 minute. Product: FC=1C=C(OCC(CNC(OCC2=CC=CC=C2)=O)O)C=CC1F (rac-Benzyl [3-(3,4-difluorophenoxy)-2-hydroxypropyl]carbamate). RXN SMILES: [NH2:1][CH2:2][CH:3]([OH:14])[CH2:4][O:5][C:6]1[CH:11]=[CH:10][C:9]([F:12])=[C:8]([F:13])[CH:7]=1.Cl[C:16]([O:18][CH2:19][C:20]1[CH:25]=[CH:24][CH:23]=[CH:22][CH:21]=1)=[O:17].C(N(CC)C(C)C)(C)C.CN(C=O)C>C1COCC1.CN(C)C1C=CN=CC=1>[F:13][C:8]1[CH:7]=[C:6]([CH:11]=[CH:10][C:9]=1[F:12])[O:5][CH2:4][CH:3]([OH:14])[CH2:2][NH:1][C:16](=[O:17])[O:18][CH2:19][C:20]1[CH:25]=[CH:24][CH:23]=[CH:22][CH:21]=1. Procedure: 1 of rac-1-amino-3-(3,4-difluorophenoxy)propan-2-ol (4.9 mmol, 1 equivalent) was dissolved in 16 ml of THF, and 0.76 ml of benzyl chloroformate (0.9 g, 5.4 mmol, 1.1 equivalents) and then 2.6 ml of N,N-diisopropylethylamine (1.9 g, 14.8 mmol, 3 equivalents) and 0.12 g of 4-dimethylaminopyridine were added. The mixture was stirred at RT for 30 min. 2 ml of DMF were then added, and the mixture was stirred at RT overnight. The mixture was concentrated and the residue was then taken up in ethyl acet... The reactants are C(CCC)(=O)C=1C=NC2=C(C=CC=C2C1Cl)C (3-Butyryl-4-chloro-8-methylquinoline), FC1=C(N)C=CC=C1 (2-fluoroaniline). Solvent: O1CCOCC1 (1,4-dioxan). The product is CC=1C=CC=C2C=CC=NC12 (8-methylquinoline). Isolated yield 154.3%. Reaction SMILES: C([C:6]1[CH:7]=[N:8][C:9]2[C:14]([C:15]=1Cl)=[CH:13][CH:12]=[CH:11][C:10]=2[CH3:17])(=O)CCC.FC1C=CC=CC=1N>O1CCOCC1>[CH3:17][C:10]1[CH:11]=[CH:12][CH:13]=[C:14]2[C:9]=1[N:8]=[CH:7][CH:6]=[CH:15]2. Reported procedure: 3-Butyryl-4-chloro-8-methylquinoline (2.48 g, 10 mmol), 2-fluoroaniline (1.45 ml, 15 mmol) and 1,4-dioxan (10 ml) were stirred at room temperature overnight then heated at reflux for 30 minutes. The hydrochloride salt was filtered off, converted to free base and recrystallised from aqueous ethanol to give 3-butyryl-4- 2-fluorophenylamino)-8-methylquinoline (2.21 g), m.p. 109°-111°. Starting materials: C[Mg]Cl (Methylmagnesium chloride), S1N=NC(=C1)C1=CC=C(C=O)C=C1 (4-(1,2,3-thiadiazol-4-yl)benzaldehyde). Run in O1CCCC1 (tetrahydrofuran). Conditions: temperature -78 celsius, time 2 hour. Product: S1N=NC(=C1)C1=CC=C(C=C1)C(C)O (1-[4-(1,2,3-thiadiazol-4-yl)phenyl]ethanol). Reaction SMILES: [CH3:1][Mg]Cl.[S:4]1[CH:8]=[C:7]([C:9]2[CH:16]=[CH:15][C:12]([CH:13]=[O:14])=[CH:11][CH:10]=2)[N:6]=[N:5]1>O1CCCC1>[S:4]1[CH:8]=[C:7]([C:9]2[CH:10]=[CH:11][C:12]([CH:13]([OH:14])[CH3:1])=[CH:15][CH:16]=2)[N:6]=[N:5]1. Reported procedure: Methylmagnesium chloride (3 M in tetrahydrofuran) (0.83 mL, 2.5 mmol) was added to a −78° C. solution of 4-(1,2,3-thiadiazol-4-yl)benzaldehyde (473 mg, 2.5 mmol) in tetrahydrofuran (10 mL). After stirring at −78° C. for 2 h, the reaction mixture was quenched with saturated aqueous ammonium chloride and extracted with ethyl acetate. The combined organic extracts were washed with brine, dried (magnesium sulfate) and concentrated in vacuo. Chromatography over silica eluting with 0-100% ethyl acetat... Starting materials: Cl.ClC1=CC=NC2=CC(=C(C=C12)C#N)OCCOC (4-chloro-6-cyano-7-(2-methoxyethoxy)quinoline hydrochloride), OC=1C=C(N)C=CC1C (3-hydroxy-4-methylaniline). Run in C(C)(C)O (isopropanol). The product is Cl.C(#N)C=1C=C2C(=CC=NC2=CC1OCCOC)NC1=CC(=C(C=C1)C)O (6-cyano-4-(3-hydroxy-4-methylanilino)-7-(2-methoxyethoxy)quinoline hydrochloride). Isolated yield 64.8%. Reaction SMILES: Cl.[Cl:2][C:3]1[C:12]2[C:7](=[CH:8][C:9]([O:15][CH2:16][CH2:17][O:18][CH3:19])=[C:10]([C:13]#[N:14])[CH:11]=2)[N:6]=[CH:5][CH:4]=1.[OH:20][C:21]1[CH:22]=[C:23]([CH:25]=[CH:26][C:27]=1[CH3:28])[NH2:24]>C(O)(C)C>[ClH:2].[C:13]([C:10]1[CH:11]=[C:12]2[C:7](=[CH:8][C:9]=1[O:15][CH2:16][CH2:17][O:18][CH3:19])[N:6]=[CH:5][CH:4]=[C:3]2[NH:24][C:23]1[CH:25]=[CH:26][C:27]([CH3:28])=[C:21]([OH:20])[CH:22]=1)#[N:14] |f:0.1,4.5|. Procedure details: A mixture of 4-chloro-6-cyano-7-(2-methoxyethoxy)quinoline hydrochloride (220 mg 0.84 mmol), (prepared as described for the starting material in Example 1), and 3-hydroxy-4-methylaniline (123 mg, 1 mmol) in isopropanol (10 ml) was heated at reflux for 1 hour. The mixture was allowed to cool, the solid product was collected by filtration, washed with acetone and dried to give 6-cyano-4-(3-hydroxy-4-methylanilino)-7-(2-methoxyethoxy)quinoline hydrochloride (210 mg, 60%) as an orange solid.